From a dataset of the Open Reaction Database (ORD), a public repository of structured organic reaction records. describe an organic reaction: reactants, conditions, products, and yield Reactants: C1(=CC=CC=C1)S(=O)(=O)C=1C=C2C=CC=C(C2=CC1)CN (C-(6-Benzenesulfonyl-naphthalen-1-yl)-methylamine), C(C)(=O)Cl (acetyl chloride). Solvent: N1=CC=CC=C1 (pyridine). Yields the product C1(=CC=CC=C1)S(=O)(=O)C=1C=C2C=CC=C(C2=CC1)CNC(C)=O (N-(6-benzenesulfonyl-naphthalen-1-ylmethyl)-acetamide). RXN SMILES: [C:1]1([S:7]([C:10]2[CH:11]=[C:12]3[C:17](=[CH:18][CH:19]=2)[C:16]([CH2:20][NH2:21])=[CH:15][CH:14]=[CH:13]3)(=[O:9])=[O:8])[CH:6]=[CH:5][CH:4]=[CH:3][CH:2]=1.[C:22](Cl)(=[O:24])[CH3:23]>N1C=CC=CC=1>[C:1]1([S:7]([C:10]2[CH:11]=[C:12]3[C:17](=[CH:18][CH:19]=2)[C:16]([CH2:20][NH:21][C:22](=[O:24])[CH3:23])=[CH:15][CH:14]=[CH:13]3)(=[O:9])=[O:8])[CH:2]=[CH:3][CH:4]=[CH:5][CH:6]=1. Procedure: C-(6-Benzenesulfonyl-naphthalen-1-yl)-methylamine is dissolved in pyridine and acetyl chloride is added. The reaction mixture is stirred at room temperature and then quenched by addition of water. The mixture is extracted with EtOAc, and the organic layer is dried (MgSO4), filtered, and concentrated under reduced pressure to give N-(6-benzenesulfonyl-naphthalen-1-ylmethyl)-acetamide. Starting materials: C(CCC)OC(C(NC(=O)OC(C)(C)C)OC(=O)C)=O (N-t-butoxycarbonyl-2-acetoxylglycine n-butyl ester), C1(=CC=CC=C1)O (phenol). The solvent is C(C)(=O)OCC (ethyl acetate). The product is C(CCC)OC(C(NC(=O)OC(C)(C)C)OC1=CC=CC=C1)=O (N-t-Butoxycarbonyl-2-phenoxyglycine n-butyl ester). Reaction SMILES: [CH2:1]([O:5][C:6](=[O:20])[CH:7]([O:16][C:17]([CH3:19])=O)[NH:8][C:9]([O:11][C:12]([CH3:15])([CH3:14])[CH3:13])=[O:10])[CH2:2][CH2:3][CH3:4].[C:21]1(O)[CH:26]=CC=[CH:23][CH:22]=1>C(OCC)(=O)C>[CH2:1]([O:5][C:6](=[O:20])[CH:7]([O:16][C:17]1[CH:23]=[CH:22][CH:21]=[CH:26][CH:19]=1)[NH:8][C:9]([O:11][C:12]([CH3:15])([CH3:14])[CH3:13])=[O:10])[CH2:2][CH2:3][CH3:4]. Reported procedure: Alternatively, N-t-Butoxycarbonyl-2-phenoxyglycine n-butyl ester was prepared by heating a mixture of 1.5 g. (0.005 mol.) of N-t-butoxycarbonyl-2-acetoxylglycine n-butyl ester and 0.5 g. (0.005 mol.) of phenol at 150° for 1 hour. The residue was dissolved in ethyl acetate and the resulting solution was washed with cold 10% aqueous sodium hydroxide, dried (MgSO4) and concentrated to give the title compound. Starting materials: FC=1C=C(C=CC1N1CCNCC1)C(C)=O (1-(3-Fluoro-4-piperazin-1-yl-phenyl)-ethanone), ClC1=C(C(=O)O)C=C(C=C1)[N+](=O)[O-] (2-chloro-5-nitro-benzoic acid). The product is ClC1=C(C(=O)N2CCN(CC2)C2=C(C=C(C=C2)C(C)=O)F)C=C(C=C1)[N+](=O)[O-] (1-{4-[4-(2-Chloro-5-nitro-benzoyl)-piperazin-1-yl]-3-fluoro-phenyl}-ethanone). Reaction SMILES: [F:1][C:2]1[CH:3]=[C:4]([C:14](=[O:16])[CH3:15])[CH:5]=[CH:6][C:7]=1[N:8]1[CH2:13][CH2:12][NH:11][CH2:10][CH2:9]1.[Cl:17][C:18]1[CH:26]=[CH:25][C:24]([N+:27]([O-:29])=[O:28])=[CH:23][C:19]=1[C:20](O)=[O:21]>>[Cl:17][C:18]1[CH:26]=[CH:25][C:24]([N+:27]([O-:29])=[O:28])=[CH:23][C:19]=1[C:20]([N:11]1[CH2:12][CH2:13][N:8]([C:7]2[CH:6]=[CH:5][C:4]([C:14](=[O:16])[CH3:15])=[CH:3][C:2]=2[F:1])[CH2:9][CH2:10]1)=[O:21]. Procedure details: The title compound was prepared according to the procedure D described for example 2 from 1-(3-Fluoro-4-piperazin-1-yl-phenyl)-ethanone and 2-chloro-5-nitro-benzoic acid (CAS: 2516-96-3); MS (ISP): 406.2 MH+. The reactants are CN1CCC(CC1)C(=O)OC(C1=CC(=CC=C1)F)C1=CC(=CC=C1)F (bis(3-fluorophenyl)methyl 1-methylpiperidine-4-carboxylate), BrCC(=O)C=1SC=CN1 (2-bromo-1-(thiazol-2-yl)ethanone). Solvent: CCOC(=O)C (EtOAc). Run at time 27 hour. Product: [Br-].FC=1C=C(C=CC1)C(OC(=O)C1CC[N+](CC1)(CC(C=1SC=CN1)=O)C)C1=CC(=CC=C1)F (4-((bis(3-fluorophenyl)methoxy)carbonyl)-1-methyl-1-(2-oxo-2-(thiazol-2-yl)ethyl)piperidinium bromide). Isolated yield 70.2%. As a reaction SMILES: [CH3:1][N:2]1[CH2:7][CH2:6][CH:5]([C:8]([O:10][CH:11]([C:19]2[CH:24]=[CH:23][CH:22]=[C:21]([F:25])[CH:20]=2)[C:12]2[CH:17]=[CH:16][CH:15]=[C:14]([F:18])[CH:13]=2)=[O:9])[CH2:4][CH2:3]1.[Br:26][CH2:27][C:28]([C:30]1[S:31][CH:32]=[CH:33][N:34]=1)=[O:29]>CCOC(C)=O>[Br-:26].[F:25][C:21]1[CH:20]=[C:19]([CH:11]([C:12]2[CH:17]=[CH:16][CH:15]=[C:14]([F:18])[CH:13]=2)[O:10][C:8]([CH:5]2[CH2:4][CH2:3][N+:2]([CH3:1])([CH2:27][C:28](=[O:29])[C:30]3[S:31][CH:32]=[CH:33][N:34]=3)[CH2:7][CH2:6]2)=[O:9])[CH:24]=[CH:23][CH:22]=1 |f:3.4|. Reported procedure: To a solution of bis(3-fluorophenyl)methyl 1-methylpiperidine-4-carboxylate (106 mg, 0.31 mmol, prepared as in example 40) in EtOAc (3 ml), 2-bromo-1-(thiazol-2-yl)ethanone (63.2 mg, 0.31 mmol) was added. The mixture was stirred at room temperature for 27 hours. The solvent was evaporated, and the crude was triturated with Et2O and collected by filtration. The compound was purified by flash chromatography (DCM/MeOH=95/5 to 9/1) to obtain 4-((bis(3-fluorophenyl)methoxy)carbonyl)-1-methyl-1-(2-oxo... The reactants are C, COC(=O)C12CCC1(COCc1ccccc1)CN(C(C)c1ccccc1)C2=O, CCO, [H][H], [Pd]. The product is COC(=O)C12CCC1(CO)CN(C(C)c1ccccc1)C2=O. Reaction SMILES: [C:32].[CH3:1][O:2][C:3](=[O:4])[C:5]12[C:6](=[O:29])[N:7]([CH:21]([CH3:22])[c:23]3[cH:24][cH:25][cH:26][cH:27][cH:28]3)[CH2:8][C:9]1([CH2:12][O:13][CH2:14][c:15]1[cH:16][cH:17][cH:18][cH:19][cH:20]1)[CH2:10][CH2:11]2.[CH3:34][CH2:35][OH:36].[H:30][H:31].[Pd:33]>>[CH3:1][O:2][C:3](=[O:4])[C:5]12[C:6](=[O:29])[N:7]([CH:21]([CH3:22])[c:23]3[cH:24][cH:25][cH:26][cH:27][cH:28]3)[CH2:8][C:9]1([CH2:12][OH:13])[CH2:10][CH2:11]2. The reactants are C(C)(C)(C)OC(=O)N[C@@H]1CC[C@H](CC1)OCC=C (N-tert-butoxycarbonyl-trans-4-(2-propen-1-yloxy)cyclohexylamine). The reagents and catalysts are [C].[Pd] (palladium-carbon). The solvent is CO (methanol). Run at time 2 day. The product is C(CC)O[C@@H]1CC[C@H](CC1)N (trans-4-(propoxy)cyclohexylamine). Isolated yield 81.2%. Reaction SMILES: C(OC([NH:8][C@H:9]1[CH2:14][CH2:13][C@H:12]([O:15][CH2:16][CH:17]=[CH2:18])[CH2:11][CH2:10]1)=O)(C)(C)C>CO.[C].[Pd]>[CH2:16]([O:15][C@H:12]1[CH2:13][CH2:14][C@H:9]([NH2:8])[CH2:10][CH2:11]1)[CH2:17][CH3:18] |f:2.3|. Procedure details: In 10 ml of methanol was dissolved 204 mg of N-tert-butoxycarbonyl-trans-4-(2-propen-1-yloxy)cyclohexylamine (the compound of Reference Example 9-11). 44 mg of 10% palladium-carbon was added thereto, and the mixture was stirred under hydrogen atmosphere at normal pressure, at room temperature for 2 days. The catalyst was removed by filtration and the solvent was removed and the residue was stirred in 2 ml of trifluoroacetic acid for 3 hours. The solvent was removed, and the residue was mixed wit... Starting materials: COC(C(CCC)NS(=O)(=O)NC(=O)OCC1=CC=CC=C1)=O (2-(N-carbobenzyloxyaminosulfonyl) aminopentanoic acid methyl ester). Reagents/catalysts: [Pd] (Pd/C). Solvent: CO (methanol). Reaction conditions: time 2 hour. Product: COC(C(CCC)NS(=O)(=O)N)=O (2-(aminosulfonylamino) pentanoic acid methyl ester). The yield is 67.5%. Reaction SMILES: [CH3:1][O:2][C:3](=[O:23])[CH:4]([NH:8][S:9]([NH:12]C(OCC1C=CC=CC=1)=O)(=[O:11])=[O:10])[CH2:5][CH2:6][CH3:7]>CO.[Pd]>[CH3:1][O:2][C:3](=[O:23])[CH:4]([NH:8][S:9]([NH2:12])(=[O:10])=[O:11])[CH2:5][CH2:6][CH3:7]. Reported procedure: A solution of 2-(N-carbobenzyloxyaminosulfonyl) aminopentanoic acid methyl ester (26.7 g) in methanol (200 ml) under nitrogen was cooled to 0° C. and 1.5 g of 10% Pd/C was added. The mixture was placed into a Parr Apparatus and hydrogenated for 2 hours. The catalyst was removed on a pad of CELITE® and the filtrate was concentrated in vacuo and purified by flash silica gel chromatography (4%-6% methanol in methylene chloride) to afford 11.0 g (62%) of 2-(aminosulfonylamino) pentanoic acid methyl ... Starting materials: C(C1=CC=CC=C1)(=O)SC[C@H](C(=O)OC1=CC=C(C=C1)[N+](=O)[O-])C (4-nitrophenyl (2S)-3-(benzoylthio)-2-methylpropionate), C(CC(O)(C(=O)O)CC(=O)O)(=O)O (citric acid), CN(C=O)C (Dimethylformamide), C(CCCCC)C1=CC=C(CS[C@H]2C[C@H](NC2)C(=O)O)C=C1 ((4S)-4-(4-hexylbenzylthio)-L-proline). Run in C(C)N(CC)CC (triethylamine). Reaction conditions: temperature 0 celsius, time 8 hour. The product is C(C1=CC=CC=C1)(=O)SC[C@H](C(=O)N1[C@H](C(=O)O)C[C@@H](C1)SCC1=CC=C(C=C1)C1CCCCC1)C (1-[(2S)-3-Benzoylthio-2-methylpropionyl]-(4S)-4-(4-cyclohexylbenzylthio)-L-proline). Isolated yield 81.0%. As a reaction SMILES: CN(C)C=O.[CH2:6]([C:12]1[CH:27]=[CH:26][C:15]([CH2:16][S:17][C@@H:18]2[CH2:22][NH:21][C@H:20]([C:23]([OH:25])=[O:24])[CH2:19]2)=[CH:14][CH:13]=1)[CH2:7][CH2:8][CH2:9][CH2:10][CH3:11].[C:28]([S:36][CH2:37][C@@H:38]([CH3:51])[C:39](OC1C=CC([N+]([O-])=O)=CC=1)=[O:40])(=[O:35])[C:29]1[CH:34]=[CH:33][CH:32]=[CH:31][CH:30]=1.C(O)(=O)CC(CC(O)=O)(C(O)=O)O>C(N(CC)CC)C>[C:28]([S:36][CH2:37][C@@H:38]([CH3:51])[C:39]([N:21]1[CH2:22][C@@H:18]([S:17][CH2:16][C:15]2[CH:26]=[CH:27][C:12]([CH:6]3[CH2:11][CH2:10][CH2:9][CH2:8][CH2:7]3)=[CH:13][CH:14]=2)[CH2:19][C@H:20]1[C:23]([OH:25])=[O:24])=[O:40])(=[O:35])[C:29]1[CH:34]=[CH:33][CH:32]=[CH:31][CH:30]=1. Reported procedure: Dimethylformamide (4.5 ml) is added to (4S)-4-(4-hexylbenzylthio)-L-proline (430 mg), and the mixture is cooled to 0° C. To the mixture are added successively triethylamine (0.21 ml) and 4-nitrophenyl (2S)-3-(benzoylthio)-2-methylpropionate, and the obtained mixture is stirred at room temperature overnight. To the reaction mixture is added 10% citric acid, and the whole is extracted with ethyl acetate. The organic layer is washed with water and a saturated sodium chloride aqueous solution succes... The reactants are CN(C)CCNc1cc(C(F)(F)F)cc(Cl)n1, CO, [H][H], [K+], [OH-]. As a reaction SMILES: [CH3:1][N:2]([CH2:3][CH2:4][NH:5][c:6]1[n:7][c:8]([Cl:16])[cH:9][c:10]([C:12]([F:13])([F:14])[F:15])[cH:11]1)[CH3:17].[CH3:22][OH:23].[H:18][H:19].[K+:21].[OH-:20]>>[CH3:1][N:2]([CH2:3][CH2:4][NH:5][c:6]1[n:7][cH:8][cH:9][c:10]([C:12]([F:13])([F:14])[F:15])[cH:11]1)[CH3:17]. The product is CN(C)CCNc1cc(C(F)(F)F)ccn1.